This data is from the Open Reaction Database (ORD), a public repository of structured organic reaction records. The task is: describe an organic reaction: reactants, conditions, products, and yield The reactants are ClC1=C(C=C(C=C1NCCCO)C#N)NC1=NN2C(C(=N1)N(CC1=CC=C(C=C1)OC)C1CC1)=NC=C2C#N (2-((2-chloro-5-cyano-3-((3-hydroxypropyl)amino)phenyl)amino)-4-(cyclopropyl(4-methoxybenzyl)amino)imidazo[2,1-f][1,2,4]triazine-7-carbonitrile), CCN(C(C)C)C(C)C (Hunig's Base), C(=O)(C(F)(F)F)O (TFA), ClC(Cl)(OC(OC(Cl)(Cl)Cl)=O)Cl (triphosgene). Reagents/catalysts: C1(=CC=CC=C1)OC (anisole). Run in ClC(C)Cl (dichloroethane), ClC(C)Cl (dichloroethane). Conditions: time 1 hour. Yields the product ClC1=C(C=C(C=C1N1C(OCCC1)=O)C#N)NC1=NN2C(C(=N1)NC1CC1)=NC=C2C#N (2-((2-chloro-5-cyano-3-(2-oxo-1,3-oxazinan-3-yl)phenyl)amino)-4-(cyclopropylamino)imidazo[2,1-f][1,2,4]triazine-7-carbonitrile). Yield: 33.3%. RXN SMILES: [Cl:1][C:2]1[C:7]([NH:8][CH2:9][CH2:10][CH2:11][OH:12])=[CH:6][C:5]([C:13]#[N:14])=[CH:4][C:3]=1[NH:15][C:16]1[N:21]=[C:20]([N:22]([CH:32]2[CH2:34][CH2:33]2)CC2C=CC(OC)=CC=2)[C:19]2=[N:35][CH:36]=[C:37]([C:38]#[N:39])[N:18]2[N:17]=1.CCN(C(C)C)C(C)C.Cl[C:50](Cl)([O:52]C(=O)OC(Cl)(Cl)Cl)Cl.C(O)(C(F)(F)F)=O>ClC(Cl)C.C1(OC)C=CC=CC=1>[Cl:1][C:2]1[C:7]([N:8]2[CH2:9][CH2:10][CH2:11][O:12][C:50]2=[O:52])=[CH:6][C:5]([C:13]#[N:14])=[CH:4][C:3]=1[NH:15][C:16]1[N:21]=[C:20]([NH:22][CH:32]2[CH2:33][CH2:34]2)[C:19]2=[N:35][CH:36]=[C:37]([C:38]#[N:39])[N:18]2[N:17]=1. Procedure details: To a solution of 2-((2-chloro-5-cyano-3-((3-hydroxypropyl)amino)phenyl)amino)-4-(cyclopropyl(4-methoxybenzyl)amino)imidazo[2,1-f][1,2,4]triazine-7-carbonitrile (15 mg, 0.028 mmol) in dichloroethane (1 mL) was added Hunig's Base (0.048 mL, 0.276 mmol) followed by triphosgene (40.9 mg, 0.138 mmol). After stirring at room temperature for 1 h, LC-MS indicated the desired peak. After concentration, purification via flash chromatography (0-10% MeOH in DCM, 12 g) gave 15 mg of the PMB protected product... Starting materials: C(C1=CC=CC=C1)OC1=C(N=C2N(C1=O)C=CN2CC(N2CCCCC2)=O)C(=O)O (6-benzyloxy-5-oxo-1-(2-oxo-2-piperidin-1-yl-ethyl)-1,5-dihydro-imidazo[1,2-a]pyrimidine-7-carboxylic acid), Cl.NCC(CC1=CC=C(C=C1)F)=O (1-amino-3-(4-fluoro-phenyl)-propan-2-one hydrochloride), CCN=C=NCCCN(C)C.Cl (EDCI.HCl), C=1C=CC2=C(C1)N=NN2O (HOBt), TEA, C([O-])(O)=O.[Na+] (sodium bicarbonate). Run in C1CCOC1 (THF). Run at time 8 hour. Yields the product FC1=CC=C(C=C1)CC(CNC(=O)C=1N=C2N(C(C1OCC1=CC=CC=C1)=O)C=CN2CC(N2CCCCC2)=O)=O (6-benzyloxy-5-oxo-1-(2-oxo-2-piperidin-1-yl-ethyl)-1,5-dihydro-imidazo[1,2-a]pyrimidine-7-carboxylic acid [3-(4-fluoro-phenyl)-2-oxo-propyl]-amide). The yield is 40.2%. As a reaction SMILES: [CH2:1]([O:8][C:9]1[C:14](=[O:15])[N:13]2[CH:16]=[CH:17][N:18]([CH2:19][C:20](=[O:27])[N:21]3[CH2:26][CH2:25][CH2:24][CH2:23][CH2:22]3)[C:12]2=[N:11][C:10]=1[C:28]([OH:30])=O)[C:2]1[CH:7]=[CH:6][CH:5]=[CH:4][CH:3]=1.Cl.[NH2:32][CH2:33][C:34](=[O:43])[CH2:35][C:36]1[CH:41]=[CH:40][C:39]([F:42])=[CH:38][CH:37]=1.CCN=C=NCCCN(C)C.Cl.C1C=CC2N(O)N=NC=2C=1.C(=O)(O)[O-].[Na+]>C1COCC1>[F:42][C:39]1[CH:38]=[CH:37][C:36]([CH2:35][C:34](=[O:43])[CH2:33][NH:32][C:28]([C:10]2[N:11]=[C:12]3[N:18]([CH2:19][C:20](=[O:27])[N:21]4[CH2:22][CH2:23][CH2:24][CH2:25][CH2:26]4)[CH:17]=[CH:16][N:13]3[C:14](=[O:15])[C:9]=2[O:8][CH2:1][C:2]2[CH:3]=[CH:4][CH:5]=[CH:6][CH:7]=2)=[O:30])=[CH:41][CH:40]=1 |f:1.2,3.4,6.7|. Procedure details: To a solution of the product of example 4 (1.0 g, 2.4 mmol) in THF (10 ml) was added compound 1-amino-3-(4-fluoro-phenyl)-propan-2-one hydrochloride (1.0 g, 4.9 mmol), EDCI.HCl (560 mg, 2.9 mmol), HOBt (400 mg, 2.9 mmol) and TEA (1 g, 9.9 mmol) successively at room temperature. The mixture was stirred overnight, after which saturated sodium bicarbonate was added and then extracted with ethyl acetate. The extracts were combined, washed with brine, and then dried over sodium sulfate. The product w... Reactants: [C-]#N, O=C([O-])[O-], Cl, N#C[Cu], O=N[O-], CN1CCN(CCCN(C(=O)Nc2ccc(F)c(Cl)c2)C2CCc3ccc(N)cc3C2)CC1, [Na+], [Na+], [Na+], [Na+], O. The product is CN1CCN(CCCN(C(=O)Nc2ccc(F)c(Cl)c2)C2CCc3ccc(C#N)cc3C2)CC1. As a reaction SMILES: [C-:47]#[N:48].[C:38](=[O:39])([O-:40])[O-:41].[ClH:50].[Cu:44][C:45]#[N:46].[N:34]([O-:35])=[O:36].[NH2:1][c:2]1[cH:3][cH:4][c:5]2[c:10]([cH:11]1)[CH2:9][CH:8]([N:12]([C:13](=[O:14])[NH:15][c:16]1[cH:17][c:18]([Cl:23])[c:19]([F:22])[cH:20][cH:21]1)[CH2:24][CH2:25][CH2:26][N:27]1[CH2:28][CH2:29][N:30]([CH3:33])[CH2:31][CH2:32]1)[CH2:7][CH2:6]2.[Na+:37].[Na+:42].[Na+:43].[Na+:49].[OH2:51]>>[c:2]1([C:45]#[N:46])[cH:3][cH:4][c:5]2[c:10]([cH:11]1)[CH2:9][CH:8]([N:12]([C:13](=[O:14])[NH:15][c:16]1[cH:17][c:18]([Cl:23])[c:19]([F:22])[cH:20][cH:21]1)[CH2:24][CH2:25][CH2:26][N:27]1[CH2:28][CH2:29][N:30]([CH3:33])[CH2:31][CH2:32]1)[CH2:7][CH2:6]2.